From a dataset of the Open Reaction Database (ORD), a public repository of structured organic reaction records. describe an organic reaction: reactants, conditions, products, and yield Yields the product COc1cc(OC)nc(C(C)SC)n1. Starting materials: CS, COc1cc(OC)nc(C(C)Cl)n1, [Na], CN(C)C=O, O. As a reaction SMILES: [CH3:15][SH:16].[Cl:1][CH:2]([CH3:3])[c:4]1[n:5][c:6]([O:12][CH3:13])[cH:7][c:8]([O:10][CH3:11])[n:9]1.[Na:14].[O:18]=[CH:19][N:20]([CH3:21])[CH3:22].[OH2:17]>>[CH:2]([CH3:3])([c:4]1[n:5][c:6]([O:12][CH3:13])[cH:7][c:8]([O:10][CH3:11])[n:9]1)[S:16][CH3:15].